From a dataset of the Open Reaction Database (ORD), a public repository of structured organic reaction records. describe an organic reaction: reactants, conditions, products, and yield The reactants are CCCCN1CC(CO)OC(COCc2ccccc2)C1, CS(C)=O, CCCN(CCC)C(=O)CCl, [Na+], [OH-], O. Product: CCCCN1CC(COCC(=O)N(CCC)CCC)OC(COCc2ccccc2)C1. Reaction SMILES: [CH2:1]([CH2:2][CH2:3][CH3:4])[N:5]1[CH2:6][CH:7]([CH2:20][OH:21])[O:8][CH:9]([CH2:11][O:12][CH2:13][c:14]2[cH:15][cH:16][cH:17][cH:18][cH:19]2)[CH2:10]1.[CH3:36][S:37](=[O:38])[CH3:39].[Cl:22][CH2:23][C:24](=[O:25])[N:26]([CH2:27][CH2:28][CH3:29])[CH2:30][CH2:31][CH3:32].[Na+:34].[OH-:33].[OH2:35]>>[CH2:1]([CH2:2][CH2:3][CH3:4])[N:5]1[CH2:6][CH:7]([CH2:20][O:21][CH2:23][C:24](=[O:25])[N:26]([CH2:27][CH2:28][CH3:29])[CH2:30][CH2:31][CH3:32])[O:8][CH:9]([CH2:11][O:12][CH2:13][c:14]2[cH:15][cH:16][cH:17][cH:18][cH:19]2)[CH2:10]1. Reactants: C(\C=C(/C)\CC\C=C(/C)\CCC=C(C)C)NC(C=CC=CC1=CC(=C(C=C1)OC(=O)OCC)OC)=O (5-(4'-ethoxycarbonyloxy-3'-methoxyphenyl)pentadienoic acid (E,E)-farnesylamide), aqueous solution, [OH-].[Na+] (sodium hydroxide), Cl (hydrochloric acid). The solvent is CO (methanol). Conditions: time 1 hour. Yields the product C(\C=C(/C)\CC\C=C(/C)\CCC=C(C)C)NC(C=CC=CC1=CC(=C(C=C1)O)OC)=O (5-(4'-hydroxy3'-methoxyphenyl)pentadienoic acid (E,E)-farnesylamide). The yield is 94.9%. RXN SMILES: [CH2:1]([NH:16][C:17](=[O:36])[CH:18]=[CH:19][CH:20]=[CH:21][C:22]1[CH:27]=[CH:26][C:25]([O:28]C(OCC)=O)=[C:24]([O:34][CH3:35])[CH:23]=1)/[CH:2]=[C:3](/[CH2:5][CH2:6]/[CH:7]=[C:8](/[CH2:10][CH2:11][CH:12]=[C:13]([CH3:15])[CH3:14])\[CH3:9])\[CH3:4].[OH-].[Na+].Cl>CO>[CH2:1]([NH:16][C:17](=[O:36])[CH:18]=[CH:19][CH:20]=[CH:21][C:22]1[CH:27]=[CH:26][C:25]([OH:28])=[C:24]([O:34][CH3:35])[CH:23]=1)/[CH:2]=[C:3](/[CH2:5][CH2:6]/[CH:7]=[C:8](/[CH2:10][CH2:11][CH:12]=[C:13]([CH3:15])[CH3:14])\[CH3:9])\[CH3:4] |f:1.2|. Procedure details: To a solution of 2.06 g of 5-(4'-ethoxycarbonyloxy-3'-methoxyphenyl)pentadienoic acid (E,E)-farnesylamide in 40 ml of methanol is added 20 ml of 2N aqueous solution of sodium hydroxide. The mixture is stirred at room temperature for one hour. The reaction mixture, after acidified with 1N hydrochloric acid, is extracted with chloroform. The organic layer is washed with water and dried over sodium sulfate. The solvent is distilled off under reduced pressure, and the residue is subjected to column ... Starting materials: C([O-])(O)=O.[Na+] (Sodium bicarbonate), CC(=O)C.CCCCCC (acetone hexane), FC1=C(C(=C(C(=C1F)F)F)F)C=1NC(=CN1)C(F)(F)F (2-(2,3,4,5,6-pentafluorophenyl)-5-trifluoromethylimidazole), BrBr (bromine), BrBr (bromine). Reagents/catalysts: O (water). The solvent is O (Water), C(Cl)(Cl)Cl (chloroform). The product is BrC=1N=C(NC1C(F)(F)F)C1=C(C(=C(C(=C1F)F)F)F)F (4-Bromo-2-(2,3,4,5,6-pentafluorophenyl)-5-trifluoromethylimidazole). Reaction SMILES: C(=O)(O)[O-].[Na+].[F:6][C:7]1[C:12]([F:13])=[C:11]([F:14])[C:10]([F:15])=[C:9]([F:16])[C:8]=1[C:17]1[NH:18][C:19]([C:22]([F:25])([F:24])[F:23])=[CH:20][N:21]=1.[Br:26]Br.CC(C)=O.CCCCCC>O.C(Cl)(Cl)Cl>[Br:26][C:20]1[N:21]=[C:17]([C:8]2[C:9]([F:16])=[C:10]([F:15])[C:11]([F:14])=[C:12]([F:13])[C:7]=2[F:6])[NH:18][C:19]=1[C:22]([F:25])([F:24])[F:23] |f:0.1,4.5|. Procedure details: Sodium bicarbonate is made into a paste by adding a few drops of water to 1.5 g (9.4 mol). The 2-(2,3,4,5,6-pentafluorophenyl)-5-trifluoromethylimidazole is dissolved in 100 ml chloroform and added to the flask containing the paste. 1.5 g of bromine is added and stirred. TLC on alumina using 50:50 acetone-hexane clearly differentiates starting material from product. Additional bromine is added until starting material is no longer present (0.1 g). Water is added and the organic phase removed. The... Starting materials: CCO, Cc1c([N+](=O)[O-])ccc2cccnc12, O=C[O-], [NH4+]. The product is Cc1c(N)ccc2cccnc12. RXN SMILES: [CH3:19][CH2:20][OH:21].[CH3:1][c:2]1[c:3]([N+:12]([O-:13])=[O:14])[cH:4][cH:5][c:6]2[cH:7][cH:8][cH:9][n:10][c:11]12.[CH:15]([O-:16])=[O:17].[NH4+:18]>>[CH3:1][c:2]1[c:3]([NH2:12])[cH:4][cH:5][c:6]2[cH:7][cH:8][cH:9][n:10][c:11]12. The reactants are FC(S(=O)(=O)OC[C@@H]1C[C@@H](CO1)SC(C)=O)(F)F (Ethanethioic acid cis-(+/-)-S-[tetrahydro-5-[[[(trifluoromethyl)sulfonyl]oxy]methyl]-3-furanyl]ester), [N-]=[N+]=[N-].C(CCC)[N+](CCCC)(CCCC)CCCC (tetrabutylammonium azide). Run in C(Cl)Cl (methylene chloride), C(Cl)Cl (methylene chloride). The product is N(=[N+]=[N-])C[C@@H]1C[C@@H](CO1)SC(C)=O (Ethanethioic acid cis-(+/-)-S-[5-(Azidomethyl)tetrahydro-3-furanyl]ester). Isolated yield 87.8%. Reaction SMILES: FC(F)(F)S(O[CH2:7][C@H:8]1[O:12][CH2:11][C@@H:10]([S:13][C:14](=[O:16])[CH3:15])[CH2:9]1)(=O)=O.[N-:19]=[N+:20]=[N-:21].C([N+](CCCC)(CCCC)CCCC)CCC>C(Cl)Cl>[N:19]([CH2:7][C@H:8]1[O:12][CH2:11][C@@H:10]([S:13][C:14](=[O:16])[CH3:15])[CH2:9]1)=[N+:20]=[N-:21] |f:1.2|. Reported procedure: The title compound is prepared by the procedure of Example 43 using 0.560 g of product from Example 60 in 2 ml of methylene chloride, 0.569 g of tetrabutylammonium azide in 2 ml of methylene chloride to give 0.321 g of the desired product. The reactants are BrC1=C(C=CC=C1)NC(C1=CC=C(C=C1)OC)=O (N-(2-bromophenyl)-4-methoxybenzamide), COC=1C=CC(=CC1)P2(=S)SP(=S)(S2)C=3C=CC(=CC3)OC (Lawesson's reagent). Run in C1(=CC=CC=C1)C (toluene). Yields the product BrC1=C(C=CC=C1)NC(C1=CC=C(C=C1)OC)=S (N-(2-bromophenyl)-4-methoxybenzothioamide). RXN SMILES: [Br:1][C:2]1[CH:7]=[CH:6][CH:5]=[CH:4][C:3]=1[NH:8][C:9](=O)[C:10]1[CH:15]=[CH:14][C:13]([O:16][CH3:17])=[CH:12][CH:11]=1.COC1C=CC(P2(SP(C3C=CC(OC)=CC=3)(=S)S2)=[S:28])=CC=1>C1(C)C=CC=CC=1>[Br:1][C:2]1[CH:7]=[CH:6][CH:5]=[CH:4][C:3]=1[NH:8][C:9](=[S:28])[C:10]1[CH:15]=[CH:14][C:13]([O:16][CH3:17])=[CH:12][CH:11]=1. Procedure: To a solution of EXAMPLE 1A (15 g) in toluene (55 mL) was added Lawesson's reagent (11.49 g) and the mixture heated at reflux for 4 hours. The mixture was cooled and concentrated and the residue was dissolved in ethyl acetate and washed with 1N hydrochloric acid and brine. The organic layers were concentrated and the crude material was triturated with ethyl acetate and filtered to afford title compound. Reactants: [H][H] (hydrogen), BrC=1C=CC(=C(C1)C(O)C1=CC=C(C=C1)OCC)Cl ((5-bromo-2-chlorophenyl)(4-ethoxyphenyl)methanol), O1CCCC1 (tetrahydrofuran), Cl (hydrochloric acid), [H-].[Na+] (Sodium hydride), C(C1=CC=CC=C1)Br (benzyl bromide). Solvent: C(C)(=O)OCC (ethyl acetate). Conditions: time 30 minute. Product: C(C1=CC=CC=C1)OC(C1=C(C=CC(=C1)Br)Cl)C1=CC=C(C=C1)OCC (2-(benzyloxy(4-ethoxyphenyl)methyl)-4-bromo-1-chlorobenzene). Isolated yield 78.4%. RXN SMILES: [Br:1][C:2]1[CH:3]=[CH:4][C:5]([Cl:19])=[C:6]([CH:8]([C:10]2[CH:15]=[CH:14][C:13]([O:16][CH2:17][CH3:18])=[CH:12][CH:11]=2)[OH:9])[CH:7]=1.O1CCCC1.[H-].[Na+].[H][H].[CH2:29](Br)[C:30]1[CH:35]=[CH:34][CH:33]=[CH:32][CH:31]=1.Cl>C(OCC)(=O)C>[CH2:29]([O:9][CH:8]([C:10]1[CH:15]=[CH:14][C:13]([O:16][CH2:17][CH3:18])=[CH:12][CH:11]=1)[C:6]1[CH:7]=[C:2]([Br:1])[CH:3]=[CH:4][C:5]=1[Cl:19])[C:30]1[CH:35]=[CH:34][CH:33]=[CH:32][CH:31]=1 |f:2.3|. Reported procedure: To a suitable reaction flask was charged (5-bromo-2-chlorophenyl)(4-ethoxyphenyl)methanol (5.85 mmoles; 2.00 g) and tetrahydrofuran (245.77 mmoles; 20.00 mL; 17.72 g) to afford a clear solution. Sodium hydride (8.78 mmoles; 351.22 mg) was then added in small portions to minimize the rate of hydrogen gas evolution. The reaction was stirred for approximately 30 minutes at room temperature, and then benzyl bromide (8.78 mmoles; 1.05 mL; 1.50 g) was added slowly. The reaction was allowed to stir at ... Starting materials: ClCCl, CO, O=C(OO)c1cccc(Cl)c1, CCSCCNc1ncc(N)c(O)n1. Product: CCS(=O)CCNc1ncc(N)c(O)n1. As a reaction SMILES: [CH2:28]([Cl:29])[Cl:30].[CH3:26][OH:27].[Cl:15][c:16]1[cH:17][cH:18][cH:19][c:20]([C:21]([O:22][OH:24])=[O:23])[cH:25]1.[NH2:1][c:2]1[c:3]([OH:14])[n:4][c:5]([NH:8][CH2:9][CH2:10][S:11][CH2:12][CH3:13])[n:6][cH:7]1>>[NH2:1][c:2]1[c:3]([OH:14])[n:4][c:5]([NH:8][CH2:9][CH2:10][S:11]([CH2:12][CH3:13])=[O:23])[n:6][cH:7]1. Starting materials: CC(C)(C)C=1C=C(C=C(C1OCOCCOC)C(C)(C)C)C1=NC(=NO1)Br (5-[3,5-bis(1,1-dimethylethyl)-4-[(2methoxyethoxy)methoxy]phenyl]-3-bromo-1,2,4-oxadiazole). The reagents and catalysts are [Br-].[Zn+2].[Br-] (zinc bromide). Yields the product BrC1=NOC(=N1)C1=CC(=C(C(=C1)C(C)(C)C)O)C(C)(C)C (4-(3-bromo-1,2,4-oxadiazol-5-yl)-2,6-bis(1,1-dimethylethyl)phenol). Yield: 56.6%. As a reaction SMILES: [CH3:1][C:2]([C:5]1[CH:6]=[C:7]([C:22]2[O:26][N:25]=[C:24]([Br:27])[N:23]=2)[CH:8]=[C:9]([C:18]([CH3:21])([CH3:20])[CH3:19])[C:10]=1[O:11]COCCOC)([CH3:4])[CH3:3]>[Br-].[Zn+2].[Br-]>[Br:27][C:24]1[N:23]=[C:22]([C:7]2[CH:6]=[C:5]([C:2]([CH3:1])([CH3:3])[CH3:4])[C:10]([OH:11])=[C:9]([C:18]([CH3:21])([CH3:20])[CH3:19])[CH:8]=2)[O:26][N:25]=1 |f:1.2.3|. Procedure details: In a manner analogous to Example 59, 0.8 g (0.002 mole) of 5-[3,5-bis(1,1-dimethylethyl)-4-[(2methoxyethoxy)methoxy]phenyl]-3-bromo-1,2,4-oxadiazole is reacted with 2.0 g (0.009 mole) of zinc bromide to give 0.4 g (65%) of 4-(3-bromo-1,2,4-oxadiazol-5-yl)-2,6-bis(1,1-dimethylethyl)phenol, mp 113°-115° C. The reactants are COC1=CC=C(CCl)C=C1 (4-Methoxybenzyl chloride), C(=O)([O-])[O-].[K+].[K+] (K2CO3), FC=1C=C2C(=C(NC2=CC1)C)C1=NNS(C2=C1C=CC=C2)(=O)=O (4-(5-fluoro-2-methyl-1H-indol-3-yl)-2H-benzo[e][1,2,3]thiadiazine 1,1-dioxide), C(=O)([O-])[O-].[K+].[K+] (K2CO3), BrCC(=O)OC(C)(C)C (tert-butyl bromoacetate). Solvent: O (H2O), C(Cl)Cl (CH2Cl2), CC#N (CH3CN). Run at temperature 80 celsius, time 8 hour. Product: C(C)(C)(C)OC(CN1C(=C(C2=CC(=CC=C12)F)C1=NN(S(C2=C1C=CC=C2)(=O)=O)CC2=CC=C(C=C2)OC)C)=O ({3-[2-(4-Methoxy-benzyl)-1,1-dioxo-1,2-dihydro-1λ6-benzo[e][1,2,3]thiadiazin-4-yl]-5-fluoro-2-methyl-indol-1-yl}-acetic acid tert-butyl ester). RXN SMILES: [CH3:1][O:2][C:3]1[CH:10]=[CH:9][C:6]([CH2:7]Cl)=[CH:5][CH:4]=1.C([O-])([O-])=O.[K+].[K+].[F:17][C:18]1[CH:19]=[C:20]2[C:24](=[CH:25][CH:26]=1)[NH:23][C:22]([CH3:27])=[C:21]2[C:28]1[C:33]2[CH:34]=[CH:35][CH:36]=[CH:37][C:32]=2[S:31](=[O:39])(=[O:38])[NH:30][N:29]=1.Br[CH2:41][C:42]([O:44][C:45]([CH3:48])([CH3:47])[CH3:46])=[O:43]>CC#N.O.C(Cl)Cl>[C:45]([O:44][C:42](=[O:43])[CH2:41][N:23]1[C:24]2[C:20](=[CH:19][C:18]([F:17])=[CH:26][CH:25]=2)[C:21]([C:28]2[C:33]3[CH:34]=[CH:35][CH:36]=[CH:37][C:32]=3[S:31](=[O:38])(=[O:39])[N:30]([CH2:7][C:6]3[CH:9]=[CH:10][C:3]([O:2][CH3:1])=[CH:4][CH:5]=3)[N:29]=2)=[C:22]1[CH3:27])([CH3:48])([CH3:47])[CH3:46] |f:1.2.3|. Procedure: 4-Methoxybenzyl chloride (10 μL, 67 μmol) and K2CO3 (10 mg, 72 μmol) were added to a solution of 4-(5-fluoro-2-methyl-1H-indol-3-yl)-2H-benzo[e][1,2,3]thiadiazine 1,1-dioxide (20 mg, 61 μmol) in CH3CN (1 mL), and stirred overnight at 80° C. An additional amount of K2CO3 (10 mg, 72 μmol) and tert-butyl bromoacetate (14 μL, 92 μmol) was added, and the reaction mixture stirred an additional 2 h at 80° C. The reaction mixture was diluted with H2O and CH2Cl2, and filtered through an Extrelut column. ...